From a dataset of the Open Reaction Database (ORD), a public repository of structured organic reaction records. describe an organic reaction: reactants, conditions, products, and yield Starting materials: ClC1=C(C=CC2=C1SC=C2C2=C(C=CC=C2)F)O (7chloro-6-hydroxy-3-(2-fluorophenyl)benzo[b]thiophene), BrCC(=O)OCC (ethyl bromoacetate), CC(CC)=O (2-butanone), C([O-])([O-])=O.[K+].[K+] (potassium carbonate). Run in C(Cl)Cl (Methylene chloride), CN(C=O)C (dimethylformamide). Product: C(C)OC(COC=1C=CC2=C(SC=C2C2=C(C=CC=C2)F)C1Cl)=O (ethyl{[7-chloro-3-(2-fluorophenyl)benzo[b]thien-6-yl]oxy}acetate). The yield is 78.2%. Reaction SMILES: [Cl:1][C:2]1[C:7]2[S:8][CH:9]=[C:10]([C:11]3[CH:16]=[CH:15][CH:14]=[CH:13][C:12]=3[F:17])[C:6]=2[CH:5]=[CH:4][C:3]=1[OH:18].Br[CH2:20][C:21]([O:23][CH2:24][CH3:25])=[O:22].CC(=O)CC.C(=O)([O-])[O-].[K+].[K+]>C(Cl)Cl.CN(C)C=O>[CH2:24]([O:23][C:21](=[O:22])[CH2:20][O:18][C:3]1[CH:4]=[CH:5][C:6]2[C:10]([C:11]3[CH:16]=[CH:15][CH:14]=[CH:13][C:12]=3[F:17])=[CH:9][S:8][C:7]=2[C:2]=1[Cl:1])[CH3:25] |f:3.4.5|. Procedure details: A mixture of 8.3 g of 7chloro-6-hydroxy-3-(2-fluorophenyl)benzo[b]thiophene, 6.0 g of ethyl bromoacetate, 60 ml of 2-butanone, 5 ml of dimethylformamide and 4 g of potassium carbonate is heated under reflux until the standing material completely dissolves. Methylene chloride is added to the cooled reaction mixture and the resultant precipitate is collected. Evaporation of the filtrate gives 8.5 g of ethyl{[7-chloro-3-(2-fluorophenyl)benzo[b]thien-6-yl]oxy}acetate. Starting materials: O=C=Nc1ccccc1F, Nc1ccc(N2CCN(C(=O)c3ccccc3C(F)(F)F)CC2)nn1. Yields the product O=C(Nc1ccc(N2CCN(C(=O)c3ccccc3C(F)(F)F)CC2)nn1)Nc1ccccc1F. Reaction SMILES: [F:1][c:2]1[c:3]([N:8]=[C:9]=[O:10])[cH:4][cH:5][cH:6][cH:7]1.[NH2:11][c:12]1[cH:13][cH:14][c:15]([N:18]2[CH2:19][CH2:20][N:21]([C:24](=[O:25])[c:26]3[c:27]([C:32]([F:33])([F:34])[F:35])[cH:28][cH:29][cH:30][cH:31]3)[CH2:22][CH2:23]2)[n:16][n:17]1>>[F:1][c:2]1[c:3]([NH:8][C:9](=[O:10])[NH:11][c:12]2[cH:13][cH:14][c:15]([N:18]3[CH2:19][CH2:20][N:21]([C:24](=[O:25])[c:26]4[c:27]([C:32]([F:33])([F:34])[F:35])[cH:28][cH:29][cH:30][cH:31]4)[CH2:22][CH2:23]3)[n:16][n:17]2)[cH:4][cH:5][cH:6][cH:7]1. Reactants: CC(C)(C)c1cc(NC(=O)Nc2cccc(S)c2)no1, COc1cc2nc(Cl)nc(Cl)c2cc1OC, [H-], [Na+], CN(C)C=O, O. The product is COc1cc2nc(Cl)nc(Sc3cccc(NC(=O)Nc4cc(C(C)(C)C)on4)c3)c2cc1OC. Reaction SMILES: [C:3]([CH3:4])([CH3:5])([CH3:6])[c:7]1[cH:8][c:9]([NH:12][C:13](=[O:14])[NH:15][c:16]2[cH:17][c:18]([SH:22])[cH:19][cH:20][cH:21]2)[n:10][o:11]1.[Cl:23][c:24]1[n:25][c:26]2[cH:27][c:28]([O:37][CH3:38])[c:29]([O:35][CH3:36])[cH:30][c:31]2[c:32]([Cl:34])[n:33]1.[H-:1].[Na+:2].[O:39]=[CH:40][N:41]([CH3:42])[CH3:43].[OH2:44]>>[C:3]([CH3:4])([CH3:5])([CH3:6])[c:7]1[cH:8][c:9]([NH:12][C:13](=[O:14])[NH:15][c:16]2[cH:17][c:18]([S:22][c:32]3[c:31]4[c:26]([n:25][c:24]([Cl:23])[n:33]3)[cH:27][c:28]([O:37][CH3:38])[c:29]([O:35][CH3:36])[cH:30]4)[cH:19][cH:20][cH:21]2)[n:10][o:11]1. Reaction SMILES: [C:17]([OH:18])(=[O:19])[CH3:20].[CH3:14][O-:15].[CH3:1][O:2][C:3](=[O:4])[c:5]1[c:6]([Cl:13])[n:7][c:8]([Cl:12])[n:9][c:10]1[CH3:11].[CH3:21][OH:22].[Na+:16]>>[CH3:1][O:2][C:3](=[O:4])[c:5]1[c:6]([O:19][CH3:17])[n:7][c:8]([Cl:12])[n:9][c:10]1[CH3:11]. Product: COC(=O)c1c(C)nc(Cl)nc1OC. Reactants: CC(=O)O, C[O-], COC(=O)c1c(C)nc(Cl)nc1Cl, CO, [Na+]. Starting materials: CC(C)(C)OC(=O)NCC(O)C(O)C(O)C(=O)CO, CCCO, Cl, O. Yields the product Cl, NCC(O)C(O)C(O)C(=O)CO. RXN SMILES: [C:1]([O:2][C:3](=[O:4])[NH:8][CH2:9][CH:10]([CH:11]([CH:12]([C:13]([CH2:14][OH:15])=[O:16])[OH:17])[OH:18])[OH:19])([CH3:5])([CH3:6])[CH3:7].[CH2:22]([OH:23])[CH2:24][CH3:25].[ClH:21].[OH2:20]>>[ClH:21].[NH2:8][CH2:9][CH:10]([CH:11]([CH:12]([C:13]([CH2:14][OH:15])=[O:16])[OH:17])[OH:18])[OH:19]. Reactants: Br.ClCCCOC1=C(C=C(C=C1)C=1N=C2N(C=CC(=C2)C)C1)OC (2-(4′-chloropropoxy-3′-methoxyphenyl)-7-methylimidazo[1,2-a]pyridine hydrobromide), N1CCCCC1 (piperidine). Yields the product N1(CCCCC1)CCCOC1=C(C=C(C=C1)C=1N=C2N(C=CC(=C2)C)C1)OC (2-(4′-piperidinopropoxy-3′-methoxyphenyl)-7-methylimidazo[1,2-a]pyridine). RXN SMILES: Br.Cl[CH2:3][CH2:4][CH2:5][O:6][C:7]1[CH:12]=[CH:11][C:10]([C:13]2[N:14]=[C:15]3[CH:20]=[C:19]([CH3:21])[CH:18]=[CH:17][N:16]3[CH:22]=2)=[CH:9][C:8]=1[O:23][CH3:24].[NH:25]1[CH2:30][CH2:29][CH2:28][CH2:27][CH2:26]1>>[N:25]1([CH2:3][CH2:4][CH2:5][O:6][C:7]2[CH:12]=[CH:11][C:10]([C:13]3[N:14]=[C:15]4[CH:20]=[C:19]([CH3:21])[CH:18]=[CH:17][N:16]4[CH:22]=3)=[CH:9][C:8]=2[O:23][CH3:24])[CH2:30][CH2:29][CH2:28][CH2:27][CH2:26]1 |f:0.1|. Procedure: The product of Step C (184 mg) and piperidine (1.5 mL) were heated at 100° C. for 4 hours. The reaction was cooled to ambient temperature and partitioned between ethyl acetate (10 mL) and saturated sodium bicarbonate solution (10 mL). The aqueous portion was extracted twice with additional ethyl acetate (10 mL) and once with dichloromethane (10 mL). The organic portions were combined, washed with brine, and evaporated. The residue was purified via silica gel chromatography (dichloromethane/2M am...